The task is: describe an organic reaction: reactants, conditions, products, and yield. This data is from the Open Reaction Database (ORD), a public repository of structured organic reaction records. Starting materials: CC=1C(CC(C1)=O)C(=O)OCC (ethyl 2-methyl-4-oxocyclopent-2-enecarboxylate), C(C)(C)(C)O (tert-butyl alcohol), polymethylhydrosiloxane, C1=CC=C(C=C1)P(C2=CC=CC=C2)C3=C(C4=CC=CC=C4C=C3)C5=C(C=CC6=CC=CC=C65)P(C7=CC=CC=C7)C8=CC=CC=C8 ((S)-(−)-2,2′-bis(diphenylphosphino)-1,1′-binaphthyl), CC(C)([O-])C.[Na+] (sodium tert-butoxide). Reagents/catalysts: [Cu]Cl (copper(I) chloride). Solvent: C1(=CC=CC=C1)C (toluene), C1(=CC=CC=C1)C (toluene). Reaction conditions: time 15 minute. Product: CC1C(CC(C1)=O)C(=O)OCC (ethyl 2-methyl-4-oxocyclopentanecarboxylate), C[C@H]1[C@H](CC(C1)=O)C(=O)OCC ((1S,2R)-ethyl 2-methyl-4-oxocyclopentanecarboxylate). Isolated yield 88.3%. Reaction SMILES: C1C=CC(P(C2C=CC3C(=CC=CC=3)C=2C2C3C(=CC=CC=3)C=CC=2P(C2C=CC=CC=2)C2C=CC=CC=2)C2C=CC=CC=2)=CC=1.CC(C)([O-])C.[Na+].[CH3:53][C:54]1[CH:55]([C:60]([O:62][CH2:63][CH3:64])=[O:61])[CH2:56][C:57](=[O:59])[CH:58]=1.C(O)(C)(C)C>C1(C)C=CC=CC=1.[Cu]Cl>[CH3:53][CH:54]1[CH2:58][C:57](=[O:59])[CH2:56][CH:55]1[C:60]([O:62][CH2:63][CH3:64])=[O:61].[CH3:53][C@@H:54]1[CH2:58][C:57](=[O:59])[CH2:56][C@@H:55]1[C:60]([O:62][CH2:63][CH3:64])=[O:61] |f:1.2|. Procedure details: In a 1 L round bottom flask jacketed flask, copper(I) chloride (0.736 g, 7.43 mmol), (S)-(−)-2,2′-bis(diphenylphosphino)-1,1′-binaphthyl (4.63 g, 7.43 mmol), and sodium tert-butoxide (0.714 g, 7.43 mmol) in toluene (250 mL) were added to give a yellow solution. The mixture was stirred at ambient temperature for about 15 min. after which the solution became brown. The solution was cooled to about 5° C. and polymethylhydrosiloxane (14.86 mL, 223 mmol) was added and the solution was stirred at abou...